This data is from the Open Reaction Database (ORD), a public repository of structured organic reaction records. The task is: describe an organic reaction: reactants, conditions, products, and yield Starting materials: CCCOc1cc2c(cc1C(C)=C(F)C=CC(C)=C(F)C(=O)OCC)C(C)(C)CCC2(C)C, CCO, Cl, [Na+], [OH-]. The product is CCCOc1cc2c(cc1C(C)=C(F)C=CC(C)=C(F)C(=O)O)C(C)(C)CCC2(C)C. RXN SMILES: [CH2:1]([CH3:2])[O:3][C:4]([C:5](=[C:6]([CH:7]=[CH:8][C:9](=[C:10]([CH3:11])[c:12]1[cH:13][c:14]2[c:19]([cH:20][c:21]1[O:22][CH2:23][CH2:24][CH3:25])[C:18]([CH3:26])([CH3:27])[CH2:17][CH2:16][C:15]2([CH3:28])[CH3:29])[F:30])[CH3:31])[F:32])=[O:33].[CH3:37][CH2:38][OH:39].[ClH:36].[Na+:35].[OH-:34]>>[O:3]=[C:4]([C:5](=[C:6]([CH:7]=[CH:8][C:9](=[C:10]([CH3:11])[c:12]1[cH:13][c:14]2[c:19]([cH:20][c:21]1[O:22][CH2:23][CH2:24][CH3:25])[C:18]([CH3:26])([CH3:27])[CH2:17][CH2:16][C:15]2([CH3:28])[CH3:29])[F:30])[CH3:31])[F:32])[OH:33]. Reaction SMILES: [Cl:1][C:2]1[CH:3]=[C:4]2[C:8](=[CH:9][CH:10]=1)[C:7](=O)[CH2:6][CH2:5]2.[NH2:12][CH2:13][CH2:14][CH2:15][N:16]1[CH:20]=[CH:19][N:18]=[CH:17]1>CCOCC>[ClH:1].[ClH:1].[Cl:1][C:2]1[CH:3]=[C:4]2[C:8](=[CH:9][CH:10]=1)[CH:7]([NH:12][CH2:13][CH2:14][CH2:15][N:16]1[CH:20]=[CH:19][N:18]=[CH:17]1)[CH2:6][CH2:5]2 |f:3.4.5|. Procedure: A mixture of 5-chloroindanone (10.2 g, supplied by Lancaster Chemicals) and 1-(3-aminopropyl)imidazole (7.62 g) was heated at 90° C., while bubbling nitrogen through the molten mixture, for 2 hours. The mixture was cooled and dissolved in absolute ethanol (140 ml). Sodium borohydride (4.63 g) was added to the solution and the mixture boiled under reflux for 7 hours. The solvent was removed under reduced pressure. Water was added to the residue and the mixture was extracted with ethyl acetate to ... Run in CCOCC (ether). Reactants: ClC=1C=C2CCC(C2=CC1)=O (5-chloroindanone), NCCCN1C=NC=C1 (1-(3-aminopropyl)imidazole). Yields the product Cl.Cl.ClC=1C=C2CCC(C2=CC1)NCCCN1C=NC=C1 (N-(5-chloroindan-1-yl)-3-(imidazol-1-yl)propylamine dihydrochloride). Reaction conditions: temperature 90 celsius, time 2 hour. The reactants are 14, N1N=CN=C1 (1,2,4-triazole), C([O-])([O-])=O.[K+].[K+] (potassium carbonate), C1(=CC=CC=C1)CCCBr (3-phenylpropyl bromide). Solvent: C(C)#N (acetonitrile). Conditions: time 12 hour. Yields the product 25, C1(=CC=CC=C1)CCCN1N=CN=C1 (1-(3-phenylpropyl)-1,2,4-triazole). Reaction SMILES: [NH:1]1[CH:5]=[N:4][CH:3]=[N:2]1.C(=O)([O-])[O-].[K+].[K+].[C:12]1([CH2:18][CH2:19][CH2:20]Br)[CH:17]=[CH:16][CH:15]=[CH:14][CH:13]=1>C(#N)C>[C:12]1([CH2:18][CH2:19][CH2:20][N:1]2[CH:5]=[N:4][CH:3]=[N:2]2)[CH:17]=[CH:16][CH:15]=[CH:14][CH:13]=1 |f:1.2.3|. Procedure: A mixture of 14 parts by weight of 1,2,4-triazole, 200 parts by weight of acetonitrile, 32 parts by weight of potassium carbonate and 40 parts by weight of 3-phenylpropyl bromide is stirred for 12 hours. The mixture is then filtered and the filtrate is concentrated. Distillation gives 25 parts by weight of pure 1-(3-phenylpropyl)-1,2,4-triazole; b.p. (0.013 mbar): 114°-116° C.